From a dataset of the Open Reaction Database (ORD), a public repository of structured organic reaction records. describe an organic reaction: reactants, conditions, products, and yield Starting materials: O=C([O-])[O-], CC(C)=O, Fc1ccc(Cn2c(NC3CCN(CCCl)CC3)nc3ccccc32)cc1, [K+], [K+], Sc1nc2ccccc2o1. The product is Fc1ccc(Cn2c(NC3CCN(CCSc4nc5ccccc5o4)CC3)nc3ccccc32)cc1. As a reaction SMILES: [C:38](=[O:39])([O-:40])[O-:41].[CH3:44][C:45](=[O:46])[CH3:47].[Cl:11][CH2:12][CH2:13][N:14]1[CH2:15][CH2:16][CH:17]([NH:20][c:21]2[n:22][c:23]3[c:24]([n:25]2[CH2:26][c:27]2[cH:28][cH:29][c:30]([F:33])[cH:31][cH:32]2)[cH:34][cH:35][cH:36][cH:37]3)[CH2:18][CH2:19]1.[K+:42].[K+:43].[o:1]1[c:2]([SH:10])[n:3][c:4]2[c:5]1[cH:6][cH:7][cH:8][cH:9]2>>[o:1]1[c:2]([S:10][CH2:12][CH2:13][N:14]2[CH2:15][CH2:16][CH:17]([NH:20][c:21]3[n:22][c:23]4[c:24]([n:25]3[CH2:26][c:27]3[cH:28][cH:29][c:30]([F:33])[cH:31][cH:32]3)[cH:34][cH:35][cH:36][cH:37]4)[CH2:18][CH2:19]2)[n:3][c:4]2[c:5]1[cH:6][cH:7][cH:8][cH:9]2. Reactants: C1(=CC=CC=C1)C=1N=CNC1C1=CC=CC=C1 (4,5-diphenyl-1H-imidazole), [H-].[Na+] (NaH), C[Si](C)(C)CCOCCl (SEMCl). Product: C1(=CC=CC=C1)C=1N=CN(C1C1=CC=CC=C1)COCC[Si](C)(C)C (4,5-Diphenyl-1-(2-trimethylsilanyl-ethoxymethyl)-1H-imidazole). Isolated yield 63.8%. Reaction SMILES: [C:1]1([C:7]2[N:8]=[CH:9][NH:10][C:11]=2[C:12]2[CH:17]=[CH:16][CH:15]=[CH:14][CH:13]=2)[CH:6]=[CH:5][CH:4]=[CH:3][CH:2]=1.[H-].[Na+].[CH3:20][Si:21]([CH2:24][CH2:25][O:26][CH2:27]Cl)([CH3:23])[CH3:22]>>[C:1]1([C:7]2[N:8]=[CH:9][N:10]([CH2:27][O:26][CH2:25][CH2:24][Si:21]([CH3:23])([CH3:22])[CH3:20])[C:11]=2[C:12]2[CH:13]=[CH:14][CH:15]=[CH:16][CH:17]=2)[CH:6]=[CH:5][CH:4]=[CH:3][CH:2]=1 |f:1.2|. Procedure: Reaction of 4,5-diphenyl-1H-imidazole (300 mg, 1.36 mmol), NaH (60%, 55 mg, 1.36 mmol), and SEMCl (289 uL, 1.63 mmol) followed by column chromatography on silica gel (hexane/EtOAC 3:2) gave the title compound (304 mg, 64%) as a white solid. 1H NMR (300 MHz, CDCl3) δ 0.00 (s, 9H), 0.88 (t, 2H, J=7.5 Hz), 3.46 (t, 2H, J=9.0 Hz), 5.12 (s, 2H), 7.27–7.38 (m, 3H), 7.40–1.52 (m, 7H), 7.75 (s, 1H).